From a dataset of the Open Reaction Database (ORD), a public repository of structured organic reaction records. describe an organic reaction: reactants, conditions, products, and yield As a reaction SMILES: [Cl:42][CH2:43][Cl:44].[F:1][c:2]1[c:3]([CH:9]2[O:10][CH2:11][CH:12]([N:23]3[CH2:24][c:25]4[n:26][n:27]([S:31](=[O:32])(=[O:33])[CH3:34])[cH:28][c:29]4[CH2:30]3)[CH2:13][CH:14]2[NH:15][C:16](=[O:17])[O:18][C:19]([CH3:20])([CH3:21])[CH3:22])[cH:4][c:5]([F:8])[cH:6][cH:7]1.[OH:35][C:36]([C:37]([F:38])([F:39])[F:40])=[O:41]>>[F:1][c:2]1[c:3]([CH:9]2[O:10][CH2:11][CH:12]([N:23]3[CH2:24][c:25]4[n:26][n:27]([S:31](=[O:32])(=[O:33])[CH3:34])[cH:28][c:29]4[CH2:30]3)[CH2:13][CH:14]2[NH2:15])[cH:4][c:5]([F:8])[cH:6][cH:7]1. Product: CS(=O)(=O)n1cc2c(n1)CN(C1COC(c3cc(F)ccc3F)C(N)C1)C2. Starting materials: ClCCl, CC(C)(C)OC(=O)NC1CC(N2Cc3cn(S(C)(=O)=O)nc3C2)COC1c1cc(F)ccc1F, O=C(O)C(F)(F)F.